The task is: describe an organic reaction: reactants, conditions, products, and yield. This data is from the Open Reaction Database (ORD), a public repository of structured organic reaction records. Starting materials: C(#C)C=1C=NN2C1N=C(C=C2C(F)(F)F)C2=CC=C(C=C2)C(F)(F)F (3-ethynyl-7-trifluoromethyl-5-(4-trifluoromethyl-phenyl)-pyrazolo[1,5-a]pyrimidine), BrC1=CC=C(S1)S(=O)(=O)N (5-bromo-thiophene-2-sulfonamide). Yields the product FC(C1=CC(=NC=2N1N=CC2C#CC2=CC=C(S2)S(=O)(=O)N)C2=CC=C(C=C2)C(F)(F)F)(F)F (5-[7-Trifluoromethyl-5-(4-trifluoromethyl-phenyl)-pyrazolo[1,5-a]pyrimidin-3-ylethynyl]-thiophene-2-sulfonic acid amide), solid. Yield: 73.0%. RXN SMILES: [C:1]([C:3]1[CH:4]=[N:5][N:6]2[C:11]([C:12]([F:15])([F:14])[F:13])=[CH:10][C:9]([C:16]3[CH:21]=[CH:20][C:19]([C:22]([F:25])([F:24])[F:23])=[CH:18][CH:17]=3)=[N:8][C:7]=12)#[CH:2].Br[C:27]1[S:31][C:30]([S:32]([NH2:35])(=[O:34])=[O:33])=[CH:29][CH:28]=1>>[F:15][C:12]([F:14])([F:13])[C:11]1[N:6]2[N:5]=[CH:4][C:3]([C:1]#[C:2][C:27]3[S:31][C:30]([S:32]([NH2:35])(=[O:34])=[O:33])=[CH:29][CH:28]=3)=[C:7]2[N:8]=[C:9]([C:16]2[CH:21]=[CH:20][C:19]([C:22]([F:25])([F:24])[F:23])=[CH:18][CH:17]=2)[CH:10]=1. Reported procedure: The title compound was prepared from 3-ethynyl-7-trifluoromethyl-5-(4-trifluoromethyl-phenyl)-pyrazolo[1,5-a]pyrimidine (example C.1) (355 mg, 1.0 mmol) and commercially available 5-bromo-thiophene-2-sulfonamide (242 mg, 1.0 mmol) according to general procedure II. Obtained as an orange solid (377 mg, 73%). MS (ISN) 510.0 [(M-H)-]; mp 240° C.